Dataset: the Open Reaction Database (ORD), a public repository of structured organic reaction records. Task: describe an organic reaction: reactants, conditions, products, and yield Starting materials: Cl (HCl), O1C=NC(=C1)C1=CC=C(C=C1)C(C)=O (1-[4-(1,3-oxazol-4-yl)phenyl]-1-ethanone), FC(C(=O)OCC)(F)F (ethyl trifluoroacetate), C[O-].[Na+] (sodium methoxide). Solvent: C(C)(C)(C)OC (t-butylmethylether). Conditions: time 20 hour. Product: FC(C(CC(=O)C1=CC=C(C=C1)C=1N=COC1)=O)(F)F (4,4,4-Trifluoro-1-[4-(1,3-oxazol-4-yl)phenyl]-1,3-butanedione). Isolated yield 99.0%. As a reaction SMILES: [O:1]1[CH:5]=[C:4]([C:6]2[CH:11]=[CH:10][C:9]([C:12](=[O:14])[CH3:13])=[CH:8][CH:7]=2)[N:3]=[CH:2]1.[F:15][C:16]([F:23])([F:22])[C:17](OCC)=[O:18].C[O-].[Na+].Cl>C(OC)(C)(C)C>[F:15][C:16]([F:23])([F:22])[C:17](=[O:18])[CH2:13][C:12]([C:9]1[CH:8]=[CH:7][C:6]([C:4]2[N:3]=[CH:2][O:1][CH:5]=2)=[CH:11][CH:10]=1)=[O:14] |f:2.3|. Reported procedure: To a stirred solution of 1-[4-(1,3-oxazol-4-yl)phenyl]-1-ethanone (256 mg, 1.37 mmol), ethyl trifluoroacetate (214 mg, 1.51 mmol) in t-butylmethylether (22 ml) was added sodium methoxide (28 wt. % solution in methanol; 0.4 ml, 1.67 mmol) over 5 minutes, and the mixture was stirred for 20 hours. The mixture was made neutral by addition of 2N HCl, and the whole was extracted with ethyl acetate. The organic layer was washed with brine, dried over MgSO4, and concentrated in vacuo. The residue was us...